This data is from the Open Reaction Database (ORD), a public repository of structured organic reaction records. The task is: describe an organic reaction: reactants, conditions, products, and yield Reactants: ClC1=CC(=NC2=CC=C(C=C12)C)N1CCS(C2=C(C1)C=CC=C2)(=O)=O (4-(4-chloro-6-methylquinolin-2-yl)-2,3,4,5-tetrahydro-1,4-benzothiazepine 1,1-dioxide), FC(CN)(C(CN)(F)F)F (2,2,3,3-tetrafluorobutane-1,4-diamine). Product: O=S1(CCN(CC2=C1C=CC=C2)C2=NC1=CC=C(C=C1C(=C2)NCC(C(CN)(F)F)(F)F)C)=O (N-[2-(1,1-Dioxido-2,3-dihydro-1,4-benzothiazepin-4(5H)-yl)-6-methylquinolin-4-yl]-2,2,3,3-tetrafluorobutane-1,4-diamine). Reaction SMILES: Cl[C:2]1[C:11]2[C:6](=[CH:7][CH:8]=[C:9]([CH3:12])[CH:10]=2)[N:5]=[C:4]([N:13]2[CH2:19][C:18]3[CH:20]=[CH:21][CH:22]=[CH:23][C:17]=3[S:16](=[O:25])(=[O:24])[CH2:15][CH2:14]2)[CH:3]=1.[F:26][C:27]([F:35])([C:30]([F:34])([F:33])[CH2:31][NH2:32])[CH2:28][NH2:29]>>[O:24]=[S:16]1(=[O:25])[C:17]2[CH:23]=[CH:22][CH:21]=[CH:20][C:18]=2[CH2:19][N:13]([C:4]2[CH:3]=[C:2]([NH:32][CH2:31][C:30]([F:34])([F:33])[C:27]([F:35])([F:26])[CH2:28][NH2:29])[C:11]3[C:6](=[CH:7][CH:8]=[C:9]([CH3:12])[CH:10]=3)[N:5]=2)[CH2:14][CH2:15]1. Reported procedure: The title compound was prepared in analogy to Example 3-1 in Scheme 5 by using 4-(4-chloro-6-methylquinolin-2-yl)-2,3,4,5-tetrahydro-1,4-benzothiazepine 1,1-dioxide (prepared in analogy to the one in Example 2-1) and 2,2,3,3-tetrafluorobutane-1,4-diamine. MS obsd. (ESI+) [(M+H)+] 497, 1H NMR (400 MHz, CD3OD) δ ppm 7.99 (d, J=6.8 Hz, 1 H), 7.78 (d, J=6.4 Hz, 1 H), 7.58-7.62 (m, 2 H), 7.43-7.47 (m, 2 H), 7.30-7.32 (m, 1 H), 6.19 (s, 1 H), 5.13 (s, 2 H), 4.58 (brs, 2 H), 4.12 (t, J=16 Hz, 2 H), 3.5... Reactants: P(=O)(Br)(Br)Br (phosphorus oxybromide), ClC1=C(C(=CC=C1)F)N1N=C2C(C=[N+](C=C2)[O-])=C1 (2-(2-chloro-6-fluorophenyl)-2H-pyrazolo[4,3-c]pyridine 5-oxide), resultant mixture. Run in ClCCCl (DCE), C(Cl)Cl (DCM). Run at temperature 0 celsius, time 15 minute. Product: BrC1=NC=CC=2C1=CN(N2)C2=C(C=CC=C2F)Cl (4-Bromo-2-(2-chloro-6-fluorophenyl)-2H-pyrazolo[4,3-c]pyridine). Isolated yield 25.2%. RXN SMILES: [Cl:1][C:2]1[CH:7]=[CH:6][CH:5]=[C:4]([F:8])[C:3]=1[N:9]1[CH:18]=[C:12]2[CH:13]=[N+:14]([O-])[CH:15]=[CH:16][C:11]2=[N:10]1.P(Br)(Br)([Br:21])=O>ClCCCl.C(Cl)Cl>[Br:21][C:13]1[C:12]2=[CH:18][N:9]([C:3]3[C:4]([F:8])=[CH:5][CH:6]=[CH:7][C:2]=3[Cl:1])[N:10]=[C:11]2[CH:16]=[CH:15][N:14]=1. Procedure: To a suspension of 2-(2-chloro-6-fluorophenyl)-2H-pyrazolo[4,3-c]pyridine 5-oxide (740 mg, 2.8 mmol) in DCE (18 mL) at 0° C. was added phosphorus oxybromide (2.4 g, 8.4 mmol). The reaction mixture was stirred at 0° C. for 15 minutes, warmed to room temperature, and stirred for an additional 4.5 h. The resultant mixture was diluted with DCM, washed with sodium carbonate (sat. aq.) and then with brine. The organic phase was dried over anhydrous magnesium sulphate and concentrated under reduced pre... The reactants are O=C([O-])[O-], CCOC(=O)c1c(Cl)c2cnc(-c3ccccc3)nc2n(CCOC)c1=O, COCCN, CCO, [Na+], [Na+]. Yields the product CCOC(=O)c1c(NCCOC)c2cnc(-c3ccccc3)nc2n(CCOC)c1=O. Reaction SMILES: [C:33](=[O:34])([O-:35])[O-:36].[CH2:1]([CH3:2])[O:3][C:4](=[O:5])[c:6]1[c:7]([Cl:27])[c:8]2[c:9]([n:10][c:11](-[c:14]3[cH:15][cH:16][cH:17][cH:18][cH:19]3)[n:12][cH:13]2)[n:20]([CH2:23][CH2:24][O:25][CH3:26])[c:21]1=[O:22].[CH3:28][O:29][CH2:30][CH2:31][NH2:32].[CH3:39][CH2:40][OH:41].[Na+:37].[Na+:38]>>[CH2:1]([CH3:2])[O:3][C:4](=[O:5])[c:6]1[c:7]([NH:32][CH2:31][CH2:30][O:29][CH3:28])[c:8]2[c:9]([n:10][c:11](-[c:14]3[cH:15][cH:16][cH:17][cH:18][cH:19]3)[n:12][cH:13]2)[n:20]([CH2:23][CH2:24][O:25][CH3:26])[c:21]1=[O:22]. Reactants: CN[C@H](CN1CC(C1)O)CCC ((S)-1-(2-(methylamino)pentyl)azetidin-3-ol), C(C)N(C(C)C)C(C)C (N-ethyl-N-isopropylpropan-2-amine), ClC1=CC=C(C(=O)O)C=C1 (4-chlorobenzoic acid), CN(C)C(=[N+](C)C)ON1C2=C(C=CC=C2)N=N1.[B-](F)(F)(F)F (TBTU). The solvent is C(Cl)Cl (DCM), C(Cl)Cl (DCM). Reaction conditions: time 8 hour. Product: ClC1=CC=C(C(=O)N(C)[C@H](CN2CC(C2)O)CCC)C=C1 ((S)-4-Chloro-N-(1-(3-hydroxyazetidin-1-yl)pentan-2-yl)-N-methyl-benzamide). Isolated yield 81.0%. RXN SMILES: C(N(C(C)C)C(C)C)C.[Cl:10][C:11]1[CH:19]=[CH:18][C:14]([C:15]([OH:17])=O)=[CH:13][CH:12]=1.CN(C(ON1N=NC2C=CC=CC1=2)=[N+](C)C)C.[B-](F)(F)(F)F.[CH3:42][NH:43][C@@H:44]([CH2:51][CH2:52][CH3:53])[CH2:45][N:46]1[CH2:49][CH:48]([OH:50])[CH2:47]1>C(Cl)Cl>[Cl:10][C:11]1[CH:12]=[CH:13][C:14]([C:15]([N:43]([C@@H:44]([CH2:51][CH2:52][CH3:53])[CH2:45][N:46]2[CH2:47][CH:48]([OH:50])[CH2:49]2)[CH3:42])=[O:17])=[CH:18][CH:19]=1 |f:2.3|. Procedure details: N-ethyl-N-isopropylpropan-2-amine (1.580 mL, 9.07 mmol) was added to a stirred suspension of 4-chlorobenzoic acid (0.473 g, 3.02 mmol) and TBTU (0.971 g, 3.02 mmol) in DCM (10 mL) at rt. The suspension was stirred for about 5 min before a solution of (S)-1-(2-(methylamino)pentyl)azetidin-3-ol (Compound J4) (0.62 g, 3.02 mmol) in DCM (3 mL) was added. The reaction was stirred at rt overnight. The reaction mixture was washed with an 8% aq. sol. of NaHCO3 (20 mL). The organic layer was dried throug... Reactants: O=C1C(CCC1)C(=O)OC (methyl 2-oxocyclopentanecarboxylate), BrCCCC1=CC=CC=C1 (1-bromo-3-phenylpropane), [H-].[Na+] (NaH), C(CCC)[Li] (n-butyllithium). The solvent is C1CCOC1 (THF), O (water), C1CCOC1 (THF). Conditions: time 20 minute. The product is O=C1C(CCC1=CCCC1=CC=CC=C1)C(=O)OC (methyl 2-oxo-3-(3-phenylpropyl-1-yl)cyclopentanecarboxylate). Yield: 12.9%. Reaction SMILES: [H-].[Na+].[O:3]=[C:4]1[CH2:8][CH2:7][CH2:6][CH:5]1[C:9]([O:11][CH3:12])=[O:10].C([Li])CCC.Br[CH2:19][CH2:20][CH2:21][C:22]1[CH:27]=[CH:26][CH:25]=[CH:24][CH:23]=1>C1COCC1.O>[O:3]=[C:4]1[C:8](=[CH:19][CH2:20][CH2:21][C:22]2[CH:27]=[CH:26][CH:25]=[CH:24][CH:23]=2)[CH2:7][CH2:6][CH:5]1[C:9]([O:11][CH3:12])=[O:10] |f:0.1|. Procedure details: To a suspension of 60% NaH (1.2 g, 30 mmol) in anhydrous THF (30 mL) in an ice bath is added a solution of methyl 2-oxocyclopentanecarboxylate (4.26 g, 30 mmol) in 10 mL of THF dropwise over 5 minutes. The mixture is stirred at room temperature for 20 minutes. The mixture is cooled to -25° C. and 2.5 M n-butyllithium is added over 5 minutes (12 mL, 30 mmol). After stirring for 5 minutes, 1-bromo-3-phenylpropane (4.6 mL, 30 mmol) is added. The mixture is stirred at room temperature for 3 hours. T...